From a dataset of the Open Reaction Database (ORD), a public repository of structured organic reaction records. describe an organic reaction: reactants, conditions, products, and yield Starting materials: [H-].[Na+] (Sodium hydride), C12C(NC(C2C1)=O)=O (3-azabicyclo[3.1.0]hexane-2,4dione), BrCCC1CCCCC1 (1-bromo-2-cyclohexylethane). Solvent: CN(C=O)C (dimethylformamide), O (water). Conditions: time 16 hour. The product is C1(CCCCC1)CCN1C(C2CC2C1=O)=O (3-[2-(Cyclohexyl)ethyl]-3-azabicyclo[3.1.0]hexane-2,4-dione). As a reaction SMILES: [H-].[Na+].[CH:3]12[CH2:8][CH:7]1[C:6](=[O:9])[NH:5][C:4]2=[O:10].Br[CH2:12][CH2:13][CH:14]1[CH2:19][CH2:18][CH2:17][CH2:16][CH2:15]1>CN(C)C=O.O>[CH:14]1([CH2:13][CH2:12][N:5]2[C:6](=[O:9])[CH:7]3[CH:3]([CH2:8]3)[C:4]2=[O:10])[CH2:19][CH2:18][CH2:17][CH2:16][CH2:15]1 |f:0.1|. Procedure details: Sodium hydride (0.11 g) was added to a solution of 3-azabicyclo[3.1.0]hexane-2,4dione (0.3 g) and 1-bromo-2-cyclohexylethane (0.52 g) in dimethylformamide (5 ml) and the resulting mixture was stirred at room temperature under a nitrogen atmosphere for 16 hours. The mixture was diluted with water (15 ml) and then extracted with toluene (20 ml). The organic extract was washed with water (15 ml), dried (MgSO4) and evaporated in vacuo. The residue was purified by Kugelrohr distillation (boiling poin... Reactants: CCN(C1CCCCC1)C(=O)N2C(=O)N(N=N2)C3=CC=CC=C3Cl (INNOVA), C(=O)(O)C1NCCNC1 (2-carboxypiperazine), [OH-].C(CCC)[N+](CCCC)(CCCC)CCCC (tetrabutylammonium hydroxide), BrCC(O)C1=CC=C(C=C1)C1=NOC(=N1)C1=NOC(=C1CCC)C1=CC=CC=C1 (2-bromo-1-(4-(5-(5-phenyl-4-propylisoxazol-3-yl)-1,2,4-oxadiazol-3-yl)phenyl)ethanol), 1C. Solvent: CO (MeOH), CS(=O)C (DMSO), CS(=O)C (DMSO). Reaction conditions: time 15 minute. Yields the product OC(CN1CC(NCC1)C(=O)O)C1=CC=C(C=C1)C1=NOC(=N1)C1=NOC(=C1CCC)C1=CC=CC=C1 (4-(2-hydroxy-2-(4-(5-(5-phenyl-4-propylisoxazol-3-yl)-1,2,4-oxadiazol-3-yl)phenyl)ethyl)piperazine-2-carboxylic acid). Reaction SMILES: [C:1]([CH:4]1[CH2:9][NH:8][CH2:7][CH2:6][NH:5]1)([OH:3])=[O:2].[OH-].C([N+](CCCC)(CCCC)CCCC)CCC.Br[CH2:29][CH:30]([C:32]1[CH:37]=[CH:36][C:35]([C:38]2[N:42]=[C:41]([C:43]3[C:47]([CH2:48][CH2:49][CH3:50])=[C:46]([C:51]4[CH:56]=[CH:55][CH:54]=[CH:53][CH:52]=4)[O:45][N:44]=3)[O:40][N:39]=2)=[CH:34][CH:33]=1)[OH:31].CCN(C(N1N=NN(C2C(Cl)=CC=CC=2)C1=O)=O)C1CCCCC1>CS(C)=O.CO>[OH:31][CH:30]([C:32]1[CH:37]=[CH:36][C:35]([C:38]2[N:42]=[C:41]([C:43]3[C:47]([CH2:48][CH2:49][CH3:50])=[C:46]([C:51]4[CH:52]=[CH:53][CH:54]=[CH:55][CH:56]=4)[O:45][N:44]=3)[O:40][N:39]=2)=[CH:34][CH:33]=1)[CH2:29][N:8]1[CH2:7][CH2:6][NH:5][CH:4]([C:1]([OH:3])=[O:2])[CH2:9]1 |f:1.2|. Procedure details: To a solution of 2-carboxypiperazine (47 mg, 0.36 mmol) in 0.5 mL dry DMSO was added tetrabutylammonium hydroxide (0.360 mL, 360 μmol, 1M in THF) and the reaction mixture was stirred at rt for 15 min. 2-bromo-1-(4-(5-(5-phenyl-4-propylisoxazol-3-yl)-1,2,4-oxadiazol-3-yl)phenyl)ethanol, Preparation 1C (30 mg, 0.066 mmol) was dissolved in 0.5 mL DMSO and added and the reaction was agitated at 400 rpm on an INNOVA® platform shaker at 80° C. for 1.5 hours. The reaction was diluted with 250 μL of MeO... The reactants are COC(CC1=CC=C(C(=O)OC)C=C1)=O (homoterephthalic acid dimethyl ester), C(C)(=O)O (acetic acid), [H-].[K+] (potassium hydride), C(C=C)Br (Allyl bromide). The solvent is O1CCCC1 (tetrahydrofuran), O (water). Reaction conditions: temperature 0 celsius, time 1 hour. Yields the product COC(C(C1=CC=C(C(=O)OC)C=C1)CC=C)=O (α-Allylhomoterephthalic Acid Dimethyl Ester). The yield is 89.0%. Reaction SMILES: [H-].[K+].[CH3:3][O:4][C:5](=[O:17])[CH2:6][C:7]1[CH:16]=[CH:15][C:10]([C:11]([O:13][CH3:14])=[O:12])=[CH:9][CH:8]=1.[CH2:18](Br)[CH:19]=[CH2:20].C(O)(=O)C>O1CCCC1.O>[CH3:3][O:4][C:5](=[O:17])[CH:6]([CH2:20][CH:19]=[CH2:18])[C:7]1[CH:16]=[CH:15][C:10]([C:11]([O:13][CH3:14])=[O:12])=[CH:9][CH:8]=1 |f:0.1|. Reported procedure: A mixture of 35% potassium hydride oil suspension (6.04 g, 35% w/w/, 53 mmols of potassium hydride) in 240 mL of sieve dried tetrahydrofuran was cooled to 0° C. The cold mixture was treated with homoterephthalic acid dimethyl ester (10.0 g, 48 mmols). The mixture was stirred at 0° C. for one hour. Allyl bromide (6.41 g, 53 mmols) was added and the mixture was stirred at 0° C. for 30 minutes, then at room temperature for 16 hours. The resulting mixture was treated with 4.8 mL of 50% acetic acid, ...